This data is from the Open Reaction Database (ORD), a public repository of structured organic reaction records. The task is: describe an organic reaction: reactants, conditions, products, and yield The reactants are C(C)C1=C(C=CC=C1\C=C\OC)C1=NSC(=N1)C1=CC(=C(C=C1)OC(C)C)C(F)(F)F (3-{2-ethyl-3-[(E)-2-(methyloxy)ethenyl]phenyl}-5-[4-[(1-methylethyl)oxy]-3-(trifluoromethyl)phenyl]-1,2,4-thiadiazole), Cl (hydrochloric acid). Run in O1CCCC1 (tetrahydrofuran). Conditions: temperature 70 celsius, time 5 hour. The product is C(C)C1=C(C=CC=C1C1=NSC(=N1)C1=CC(=C(C=C1)OC(C)C)C(F)(F)F)CC=O ((2-ethyl-3-{5-[4-[(1-methylethyl)oxy]-3-(trifluoromethyl)phenyl]-1,2,4-thiadiazol-3-yl}phenyl)acetaldehyde). Yield: 79.6%. RXN SMILES: [CH2:1]([C:3]1[C:8](/[CH:9]=[CH:10]/[O:11]C)=[CH:7][CH:6]=[CH:5][C:4]=1[C:13]1[N:17]=[C:16]([C:18]2[CH:23]=[CH:22][C:21]([O:24][CH:25]([CH3:27])[CH3:26])=[C:20]([C:28]([F:31])([F:30])[F:29])[CH:19]=2)[S:15][N:14]=1)[CH3:2].Cl>O1CCCC1>[CH2:1]([C:3]1[C:4]([C:13]2[N:17]=[C:16]([C:18]3[CH:23]=[CH:22][C:21]([O:24][CH:25]([CH3:27])[CH3:26])=[C:20]([C:28]([F:30])([F:29])[F:31])[CH:19]=3)[S:15][N:14]=2)=[CH:5][CH:6]=[CH:7][C:8]=1[CH2:9][CH:10]=[O:11])[CH3:2]. Procedure: To a solution of 3-{2-ethyl-3-[(E)-2-(methyloxy)ethenyl]phenyl}-5-[4-[(1-methylethyl)oxy]-3-(trifluoromethyl)phenyl]-1,2,4-thiadiazole (D49) (140 mg) in tetrahydrofuran (THF) (10 mL) stirred under nitrogen at room temperature was added hydrochloric acid (0.2 mL). The reaction mixture was stirred at 70° C. for 5 h. After cooling the reaction, the solution was condensed under reduced pressure to give (2-ethyl-3-{5-[4-[(1-methylethyl)oxy]-3-(trifluoromethyl)phenyl]-1,2,4-thiadiazol-3-yl}phenyl)acet... The reactants are OCCN1CCN(CC1)CC(=O)NC1=C(C=C(C=C1C(C)C)O)C(C)C (2-[4-(2-hydroxyethyl)piperazin-1-yl]-N-(2,6-diisopropyl-4-hydroxyphenyl)acetamide), C(C)(C)N(C(C)C)CC (N,N-diisopropylethylamine), C[Si](C)(C)C=[N+]=[N-] (trimethylsilyl diazomethane), [OH-].[Na+] (sodium hydroxide). The solvent is C(C)#N (acetonitrile), CO (methanol). Conditions: time 12 hour. Product: OCCN1CCN(CC1)CC(=O)NC1=C(C=C(C=C1C(C)C)OC)C(C)C (2-[4-(2-hydroxyethyl)piperazin-1-yl]-N-(2,6-diisopropyl-4-methoxyphenyl)acetamide). The yield is 82.8%. As a reaction SMILES: [OH:1][CH2:2][CH2:3][N:4]1[CH2:9][CH2:8][N:7]([CH2:10][C:11]([NH:13][C:14]2[C:19]([CH:20]([CH3:22])[CH3:21])=[CH:18][C:17]([OH:23])=[CH:16][C:15]=2[CH:24]([CH3:26])[CH3:25])=[O:12])[CH2:6][CH2:5]1.[CH:27](N(CC)C(C)C)(C)C.C[Si](C=[N+]=[N-])(C)C.[OH-].[Na+]>C(#N)C.CO>[OH:1][CH2:2][CH2:3][N:4]1[CH2:9][CH2:8][N:7]([CH2:10][C:11]([NH:13][C:14]2[C:19]([CH:20]([CH3:21])[CH3:22])=[CH:18][C:17]([O:23][CH3:27])=[CH:16][C:15]=2[CH:24]([CH3:26])[CH3:25])=[O:12])[CH2:6][CH2:5]1 |f:3.4|. Procedure: Into a solution of the acetamide (640 mg, 1.76 mmol) in a mixed solvent (10 ml) of methanol and acetonitrile (1:4) were dropped N,N-diisopropylethylamine (0.43 ml, 2.46 mmol) and trimethylsilyl diazomethane (1.23 ml, 2.46 mmol) and the mixture was stirred for 12 hours. The residue obtained by evaporation of the solvent was made alkaline by adding 2N sodium hydroxide and then extracted with chloroform. The organic layer was washed with water and a saturated sodium chloride solution successively a... Starting materials: C=CC(O)C1OC(=O)C(OCC)C1O, C=CC1CCCC1, ClCCl. Yields the product CCOC1C(=O)OC(C(O)C=CC2CCCC2)C1O. RXN SMILES: [CH2:1]([CH3:2])[O:3][CH:4]1[C:5](=[O:14])[O:6][CH:7]([CH:10]([CH:11]=[CH2:12])[OH:13])[CH:8]1[OH:9].[CH:15](=[CH2:16])[CH:17]1[CH2:18][CH2:19][CH2:20][CH2:21]1.[Cl:22][CH2:23][Cl:24]>>[CH2:1]([CH3:2])[O:3][CH:4]1[C:5](=[O:14])[O:6][CH:7]([CH:10]([CH:11]=[CH:12][CH:17]2[CH2:18][CH2:19][CH2:20][CH2:21]2)[OH:13])[CH:8]1[OH:9]. Starting materials: O=C1N2[C@H](C=3N(C4=C1C=CC=C4)C=NC3C(=O)OCC)CCC2 (ethyl (S)-11,12,13,13a-tetrahydro-9-oxo-9H-imidazo[1,5-a]pyrrolo[2,1-c][1,4]benzodiazepine-1-carboxylate), [BH4-].[Li+] (lithium borohydride), Cl (hydrochloric acid), Cl (hydrochloric acid). Run in O1CCCC1 (tetrahydrofuran), O1CCCC1 (tetrahydrofuran). Yields the product OCC=1N=CN2C1[C@H]1N(C(C3=C2C=CC=C3)=O)CCC1 ((S)-11,12,13,13a-tetrahydro-1-(hydroxymethyl)-9H-imidazo[1,5-a]pyrrolo[2,1-c][1,4]benzodiazepin-9-one). Reaction SMILES: [O:1]=[C:2]1[C:8]2[CH:9]=[CH:10][CH:11]=[CH:12][C:7]=2[N:6]2[CH:13]=[N:14][C:15]([C:16](OCC)=[O:17])=[C:5]2[C@@H:4]2[CH2:21][CH2:22][CH2:23][N:3]12.[BH4-].[Li+].Cl>O1CCCC1>[OH:17][CH2:16][C:15]1[N:14]=[CH:13][N:6]2[C:7]3[CH:12]=[CH:11][CH:10]=[CH:9][C:8]=3[C:2](=[O:1])[N:3]3[CH2:23][CH2:22][CH2:21][C@H:4]3[C:5]=12 |f:1.2|. Procedure: A solution of 46.7 g (150 mmol) of ethyl (S)-11,12,13,13a-tetrahydro-9-oxo-9H-imidazo[1,5-a]pyrrolo[2,1-c][1,4]benzodiazepine-1-carboxylate in 300 ml of dry tetrahydrofuran is treated dropwise at ca 35° C. with a solution of 8.3 g (377 mmol) of lithium borohydride in 110 ml of dry tetrahydrofuran. The mixture is heated to boiling under reflux for ca 40 hours, cooled to room temperature, treated with 110 ml of 12 percent hydrochloric acid and 20 ml of concentrated hydrochloric acid and again heat... Reaction SMILES: [H-].[Na+].[C:3]([O:14]C)(=O)[CH2:4][CH2:5][CH2:6][CH2:7][CH2:8][C:9]([CH3:12])([CH3:11])[CH3:10].[C:16]([C:19]1[CH:24]=[CH:23][CH:22]=[CH:21][CH:20]=1)(=[O:18])[CH3:17]>C1COCC1>[C:19]1([C:16](=[O:18])[CH2:17][C:3]([CH2:4][CH2:5][CH2:6][CH2:7][CH2:8][C:9]([CH3:10])([CH3:11])[CH3:12])=[O:14])[CH:24]=[CH:23][CH:22]=[CH:21][CH:20]=1 |f:0.1|. Product: C1(=CC=CC=C1)C(CC(=O)CCCCCC(C)(C)C)=O (1-phenyl-3-neononyl-1,3-propanedione). Reactants: C(C)(=O)C1=CC=CC=C1 (Acetophenone), C(C)(=O)C1=CC=CC=C1 (acetophenone), [H-].[Na+] (sodium hydride), oil, C(CCCCCC(C)(C)C)(=O)OC (methyl neodecanoate). Solvent: C1CCOC1 (THF). Procedure details: A round bottom flask equipped with mechanical stirring, a nitrogen inlet, a thermometer, and an addition funnel was charged with 60% sodium hydride in mineral oil (50 g, 1.24 mol), THF (500 mL), and methyl neodecanoate (229 g, 1.23 mol), and the mixture was stirred at room temperature. Acetophenone (74 g, 0.62 mol) was added over 45 min. The temperature was slowly raised to 60° C. and maintained at that temperature for 24 hr. A sample was withdrawn, and analysis indicated the reaction was perhap... Isolated yield 25.8%. Run in C1(=CC=CC=C1)C (toluene). Reactants: N\C(=C/C(=O)OCC=CC1=CC=C(C=C1)CC=1NC=CN1)\C (3-{4-(1-imidazolylmethyl)phenyl}-2-propen-1-yl 3-aminocrotonate), FC(C=1C=C(C=C(C(=O)OC)C(=O)C)C=CC1)(F)F (methyl 2-(3-trifluoromethylbenzylidene)acetoacetate). Procedure: 297 mg (1 mM) of 3-{4-(1-imidazolylmethyl)phenyl}-2-propen-1-yl 3-aminocrotonate and 272 mg (1mM) of methyl 2-(3-trifluoromethylbenzylidene)acetoacetate were dissolved in 5 ml of toluene and refluxed for six hours. After cooling, the crystals produced were filtered off and recrystallized from methanol, whereby the captioned compound was obtained. The yield was 394 mg (71.5%). Yields the product CC=1NC(=C(C(C1C(=O)OC\C=C\C1=CC=C(C=C1)CC=1NC=CN1)C1=CC(=CC=C1)C(F)(F)F)C(=O)OC)C ((E)-3-[4-(1-imidazolylmethyl)phenyl]-2-propen-1-yl methyl 1,4-dihydro-2,6-dimethyl-4-(3-trifluoromethylphenyl)pyridine-3,5-dicarboxylate). As a reaction SMILES: [NH2:1]/[C:2](/[CH3:22])=[CH:3]\[C:4]([O:6][CH2:7][CH:8]=[CH:9][C:10]1[CH:15]=[CH:14][C:13]([CH2:16][C:17]2[NH:18][CH:19]=[CH:20][N:21]=2)=[CH:12][CH:11]=1)=[O:5].[F:23][C:24]([F:41])([F:40])[C:25]1[CH:26]=[C:27]([CH:37]=[CH:38][CH:39]=1)[CH:28]=[C:29]([C:34]([CH3:36])=O)[C:30]([O:32][CH3:33])=[O:31]>C1(C)C=CC=CC=1>[CH3:22][C:2]1[NH:1][C:34]([CH3:36])=[C:29]([C:30]([O:32][CH3:33])=[O:31])[CH:28]([C:27]2[CH:37]=[CH:38][CH:39]=[C:25]([C:24]([F:23])([F:40])[F:41])[CH:26]=2)[C:3]=1[C:4]([O:6][CH2:7]/[CH:8]=[CH:9]/[C:10]1[CH:15]=[CH:14][C:13]([CH2:16][C:17]2[NH:21][CH:20]=[CH:19][N:18]=2)=[CH:12][CH:11]=1)=[O:5].